This data is from the Open Reaction Database (ORD), a public repository of structured organic reaction records. The task is: describe an organic reaction: reactants, conditions, products, and yield Starting materials: CC(C)(C)NS(=O)(=O)c1ccc(B(O)O)cc1, FC(F)(F)c1cc(-c2ccc(Cl)c(Cl)c2)nc(-n2cnc(I)c2)n1. Yields the product CC(C)(C)NS(=O)(=O)c1ccc(-c2cn(-c3nc(-c4ccc(Cl)c(Cl)c4)cc(C(F)(F)F)n3)cn2)cc1. Reaction SMILES: [C:25]([CH3:26])([CH3:27])([CH3:28])[NH:29][S:30](=[O:31])(=[O:32])[c:33]1[cH:34][cH:35][c:36]([B:39]([OH:40])[OH:41])[cH:37][cH:38]1.[Cl:1][c:2]1[cH:3][c:4](-[c:9]2[n:10][c:11](-[n:19]3[cH:20][n:21][c:22]([I:24])[cH:23]3)[n:12][c:13]([C:15]([F:16])([F:17])[F:18])[cH:14]2)[cH:5][cH:6][c:7]1[Cl:8]>>[Cl:1][c:2]1[cH:3][c:4](-[c:9]2[n:10][c:11](-[n:19]3[cH:20][n:21][c:22](-[c:36]4[cH:35][cH:34][c:33]([S:30]([NH:29][C:25]([CH3:26])([CH3:27])[CH3:28])(=[O:31])=[O:32])[cH:38][cH:37]4)[cH:23]3)[n:12][c:13]([C:15]([F:16])([F:17])[F:18])[cH:14]2)[cH:5][cH:6][c:7]1[Cl:8]. Starting materials: BrCc1cccc(CBr)c1, CC(=O)OC(C)(C)C, [Li]CCCC, CN(C)P(=O)(N(C)C)N(C)C, CC(C)NC(C)C, C1CCOC1. The product is CC(C)(C)OC(=O)CCc1cccc(CBr)c1. Reaction SMILES: [Br:21][CH2:22][c:23]1[cH:24][c:25]([CH2:29][Br:30])[cH:26][cH:27][cH:28]1.[C:13]([CH3:14])(=[O:15])[O:16][C:17]([CH3:18])([CH3:19])[CH3:20].[CH2:8]([Li:9])[CH2:10][CH2:11][CH3:12].[CH3:36][N:37]([P:38]([N:39]([CH3:40])[CH3:41])([N:42]([CH3:43])[CH3:44])=[O:45])[CH3:46].[CH:1]([NH:2][CH:3]([CH3:4])[CH3:5])([CH3:6])[CH3:7].[O:31]1[CH2:32][CH2:33][CH2:34][CH2:35]1>>[C:13]([CH2:14][CH2:29][c:25]1[cH:24][c:23]([CH2:22][Br:21])[cH:28][cH:27][cH:26]1)(=[O:15])[O:16][C:17]([CH3:18])([CH3:19])[CH3:20]. Reactants: C1CCOC1, Cc1ccc(-c2n[nH]cc2-c2ccnc(Nc3ccc(N4CCN(C)CC4)cc3)n2)cc1, CN(C)CCO, c1ccc(P(c2ccccc2)c2ccccc2)cc1. Product: Cc1ccc(-c2c(-c3ccnc(Nc4ccc(N5CCN(C)CC5)cc4)n3)cnn2CCN(C)C)cc1. RXN SMILES: [CH2:58]1[O:59][CH2:60][CH2:61][CH2:62]1.[CH3:1][N:2]1[CH2:3][CH2:4][N:5]([c:8]2[cH:9][cH:10][c:11]([NH:14][c:15]3[n:16][cH:17][cH:18][c:19](-[c:21]4[c:22](-[c:26]5[cH:27][cH:28][c:29]([CH3:32])[cH:30][cH:31]5)[n:23][nH:24][cH:25]4)[n:20]3)[cH:12][cH:13]2)[CH2:6][CH2:7]1.[CH3:33][N:34]([CH2:35][CH2:36][OH:37])[CH3:38].[c:39]1([P:40]([c:41]2[cH:42][cH:43][cH:44][cH:45][cH:46]2)[c:47]2[cH:48][cH:49][cH:50][cH:51][cH:52]2)[cH:53][cH:54][cH:55][cH:56][cH:57]1>>[CH3:1][N:2]1[CH2:3][CH2:4][N:5]([c:8]2[cH:9][cH:10][c:11]([NH:14][c:15]3[n:16][cH:17][cH:18][c:19](-[c:21]4[c:22](-[c:26]5[cH:27][cH:28][c:29]([CH3:32])[cH:30][cH:31]5)[n:23]([CH2:36][CH2:35][N:34]([CH3:33])[CH3:38])[n:24][cH:25]4)[n:20]3)[cH:12][cH:13]2)[CH2:6][CH2:7]1. Yields the product Cc1nc(NC(=O)c2c(F)cccc2F)sc1CCO[N+](=O)[O-]. The reactants are Cc1nc(NC(=O)c2cccnc2)sc1CCO[N+](=O)[O-], Cc1nc(N)sc1CCO[N+](=O)[O-], O=C(O)c1c(F)cccc1F. Reaction SMILES: [CH3:1][c:2]1[n:3][c:4]([NH:13][C:14](=[O:15])[c:16]2[cH:17][cH:18][cH:19][n:20][cH:21]2)[s:5][c:6]1[CH2:7][CH2:8][O:9][N+:10](=[O:11])[O-:12].[CH3:33][c:34]1[n:35][c:36]([NH2:37])[s:38][c:39]1[CH2:40][CH2:41][O:42][N+:43]([O-:44])=[O:45].[F:22][c:23]1[c:24]([C:25](=[O:26])[OH:27])[c:28]([F:32])[cH:29][cH:30][cH:31]1>>[CH3:1][c:2]1[n:3][c:4]([NH:13][C:25]([c:24]2[c:23]([F:22])[cH:31][cH:30][cH:29][c:28]2[F:32])=[O:27])[s:5][c:6]1[CH2:7][CH2:8][O:9][N+:10](=[O:11])[O-:12]. As a reaction SMILES: [CH3:17][CH2:18][O:19][C:20](=[O:21])[CH3:22].[CH3:1][N:2]([c:3]1[cH:4][cH:5][c:6]([C:7](=[O:8])[OH:9])[cH:10][cH:11]1)[CH3:12].[S:13]([Cl:14])([Cl:15])=[O:16]>>[CH3:1][N:2]([c:3]1[cH:4][cH:5][c:6]([C:7](=[O:8])[Cl:15])[cH:10][cH:11]1)[CH3:12]. The reactants are CCOC(C)=O, CN(C)c1ccc(C(=O)O)cc1, O=S(Cl)Cl. The product is CN(C)c1ccc(C(=O)Cl)cc1. The reactants are N(=C=S)C1=CC=C(OCCN2CCCC2)C=C1 (1-[2-(4-isothiocyanato-phenoxy)-ethyl]-pyrrolidine), CN(CCOC1=CC=C(C=C1)N)C (4-(2-dimethylamino-ethoxy)-phenylamine). The product is N(=C=S)C1=CC=C(OCCN(C)C)C=C1 ([2-(4-Isothiocyanato-phenoxy)-ethyl]-dimethyl-amine). As a reaction SMILES: [N:1]([C:4]1[CH:17]=[CH:16][C:7]([O:8][CH2:9][CH2:10][N:11]2[CH2:15]CC[CH2:12]2)=[CH:6][CH:5]=1)=[C:2]=[S:3].CN(C)CCOC1C=CC(N)=CC=1>>[N:1]([C:4]1[CH:17]=[CH:16][C:7]([O:8][CH2:9][CH2:10][N:11]([CH3:12])[CH3:15])=[CH:6][CH:5]=1)=[C:2]=[S:3]. Procedure details: The title compound is prepared as described in Example 1 for 1-[2-(4-isothiocyanato-phenoxy)-ethyl]-pyrrolidine but using 4-(2-dimethylamino-ethoxy)-phenylamine. Title compound: ES-MS: 223.0 [M+H]+; single peak at tR=6.52 min (System 1). Reaction SMILES: [CH2:28]([CH3:29])[O:30][C:31]([C:32]([CH3:33])([CH3:34])[O:35][c:36]1[c:37]([CH3:44])[c:38]([CH3:43])[c:39]([OH:42])[cH:40][cH:41]1)=[O:45].[Cl:1][c:2]1[cH:3][cH:4][c:5](-[c:8]2[n:9][c:10]3[c:11]([n:12]2[CH:13]([CH2:14][OH:15])[CH:16]2[CH2:17][CH2:18][CH2:19][CH2:20][CH2:21]2)[cH:22][c:23]([F:27])[c:24]([F:26])[cH:25]3)[cH:6][cH:7]1>>[Cl:1][c:2]1[cH:3][cH:4][c:5](-[c:8]2[n:9][c:10]3[c:11]([n:12]2[CH:13]([CH2:14][O:15][c:39]2[c:38]([CH3:43])[c:37]([CH3:44])[c:36]([O:35][C:32]([C:31]([O:30][CH2:28][CH3:29])=[O:45])([CH3:33])[CH3:34])[cH:41][cH:40]2)[CH:16]2[CH2:17][CH2:18][CH2:19][CH2:20][CH2:21]2)[cH:22][c:23]([F:27])[c:24]([F:26])[cH:25]3)[cH:6][cH:7]1. Starting materials: CCOC(=O)C(C)(C)Oc1ccc(O)c(C)c1C, OCC(C1CCCCC1)n1c(-c2ccc(Cl)cc2)nc2cc(F)c(F)cc21. The product is CCOC(=O)C(C)(C)Oc1ccc(OCC(C2CCCCC2)n2c(-c3ccc(Cl)cc3)nc3cc(F)c(F)cc32)c(C)c1C.